This data is from the Open Reaction Database (ORD), a public repository of structured organic reaction records. The task is: describe an organic reaction: reactants, conditions, products, and yield The reactants are C1CCNCC1, CC#CCOc1ncnc(F)c1F, Cc1ccccc1. Product: CC#CCOc1ncnc(N2CCCCC2)c1F. Reaction SMILES: [CH2:14]1[CH2:15][CH2:16][NH:17][CH2:18][CH2:19]1.[CH2:1]([C:2]#[C:3][CH3:4])[O:5][c:6]1[n:7][cH:8][n:9][c:10]([F:13])[c:11]1[F:12].[CH3:20][c:21]1[cH:22][cH:23][cH:24][cH:25][cH:26]1>>[CH2:1]([C:2]#[C:3][CH3:4])[O:5][c:6]1[n:7][cH:8][n:9][c:10]([N:17]2[CH2:16][CH2:15][CH2:14][CH2:19][CH2:18]2)[c:11]1[F:12].